From a dataset of the Open Reaction Database (ORD), a public repository of structured organic reaction records. describe an organic reaction: reactants, conditions, products, and yield The reactants are C(C)(=O)O.OCC1=CC=C(C(=O)NCCN)C=C1 (p-Hydroxymethylbenzoylaminoethylamine acetate), di-t-butyloxycarbonyl dicarbonate. The solvent is CO (methanol). Product: C(C)(C)(C)OC(=O)NCCNC(C1=CC=C(C=C1)CO)=O (N-t-Butyloxycarbonyl p-hydroxymethylbenzoylaminoethylamine). As a reaction SMILES: [C:1]([OH:4])(=[O:3])C.[OH:5][CH2:6][C:7]1[CH:18]=[CH:17][C:10]([C:11]([NH:13][CH2:14][CH2:15][NH2:16])=[O:12])=[CH:9][CH:8]=1>CO>[C:7]([O:4][C:1]([NH:16][CH2:15][CH2:14][NH:13][C:11](=[O:12])[C:10]1[CH:9]=[CH:8][C:7]([CH2:6][OH:5])=[CH:18][CH:17]=1)=[O:3])([CH3:18])([CH3:8])[CH3:6] |f:0.1|. Procedure: p-Hydroxymethylbenzoylaminoethylamine acetate (0.30 g, 1.2 mmol) in methanol was treated with di-t-butyloxycarbonyl dicarbonate (0.38 g, 1.8 mmol). The solvent was evaporated, and the residue was dissolved in ether. The ether solution containing the product was filtered and reduced in volume leaving a white solid, which was removed by filtration and washed with petroleum ether. Yield 0.34 g (99%). Mp 117°-119°. Reactants: [Li+].CC(C)[N-]C(C)C (LDA), CC(CC1C(N(CC1)CCC1=CC=CC=C1)=O)C (3-(2-methylpropyl)-1-(2-phenylethyl)-2-pyrrolidinone), BrCC(=O)OC(C)(C)C (tert-butyl bromoacetate). Run in C1CCOC1 (THF). Run at temperature -78 celsius, time 45 minute. The product is CC(CC1(C(N(CC1)CCC1=CC=CC=C1)=O)CC(=O)OC(C)(C)C)C (tert-Butyl 3-(2-Methylpropyl)-2-oxo-1-(2-phenylethyl)-3-pyrrolidineacetate). The yield is 67.7%. RXN SMILES: [Li+].CC([N-]C(C)C)C.[CH3:9][CH:10]([CH3:26])[CH2:11][CH:12]1[CH2:16][CH2:15][N:14]([CH2:17][CH2:18][C:19]2[CH:24]=[CH:23][CH:22]=[CH:21][CH:20]=2)[C:13]1=[O:25].Br[CH2:28][C:29]([O:31][C:32]([CH3:35])([CH3:34])[CH3:33])=[O:30]>C1COCC1>[CH3:9][CH:10]([CH3:26])[CH2:11][C:12]1([CH2:28][C:29]([O:31][C:32]([CH3:35])([CH3:34])[CH3:33])=[O:30])[CH2:16][CH2:15][N:14]([CH2:17][CH2:18][C:19]2[CH:20]=[CH:21][CH:22]=[CH:23][CH:24]=2)[C:13]1=[O:25] |f:0.1|. Procedure: LDA (2.0M, 11.5 mL, 23.0 mmol) is added to a solution of 3-(2-methylpropyl)-1-(2-phenylethyl)-2-pyrrolidinone (4.70 g, 19.2 mmol) and THF (80 mL) at -78° C. The solution is stirred at -78° C. for 45 minutes, and tert-butyl bromoacetate (3.4 mL, 23 mmol) is added. The solution is allowed to warm to 0° C. over 2 hours and is allowed to stir overnight at room temperature. After quenching with saturated aqueous ammonium chloride, aqueous workup (EtOAc, MgSO4) and purification by column chromatograph...